Dataset: the Open Reaction Database (ORD), a public repository of structured organic reaction records. Task: describe an organic reaction: reactants, conditions, products, and yield The reactants are ClC1=C(C=C(C=C1)Cl)[N+](=O)[O-] (1,4-dichloro-2-nitro-benzene), NC=1SC=CC1C#N (2-aminothiophene-3-carbonitrile), O.[OH-].[Li+] (lithium hydroxide monohydrate). Solvent: CS(=O)C (DMSO). Reaction conditions: time 1.5 hour. Yields the product ClC1=CC(=C(C=C1)NC=1SC=CC1C#N)[N+](=O)[O-] (2-(4-Chloro-2-nitro-phenylamino)-thiophene-3-carbonitrile). The yield is 86.1%. RXN SMILES: Cl[C:2]1[CH:7]=[CH:6][C:5]([Cl:8])=[CH:4][C:3]=1[N+:9]([O-:11])=[O:10].[NH2:12][C:13]1[S:14][CH:15]=[CH:16][C:17]=1[C:18]#[N:19].O.[OH-].[Li+]>CS(C)=O>[Cl:8][C:5]1[CH:6]=[CH:7][C:2]([NH:12][C:13]2[S:14][CH:15]=[CH:16][C:17]=2[C:18]#[N:19])=[C:3]([N+:9]([O-:11])=[O:10])[CH:4]=1 |f:2.3.4|. Procedure details: Combine 1,4-dichloro-2-nitro-benzene (3.87 g, 20.13 mmol), 2-aminothiophene-3-carbonitrile (2.50 g, 20.13 mmol), and DMSO (25.0 ml). Add lithium hydroxide monohydrate (1.69 g, 40.27 mmol) all at once and then stir the mixture at ambient temperature for 24 hours. Pour the mixture onto ice chips and stir it for 1.5 hours. Remove the resulting orange precipitate by vacuum filtration and then dry it under vacuum to give 4.85 g (86%) of the title compound: mass spectrum (ion spray): m/z=279.1 (M+1).